From a dataset of the Open Reaction Database (ORD), a public repository of structured organic reaction records. describe an organic reaction: reactants, conditions, products, and yield Reactants: CS(=O)c1ncc2ccc(-c3ccccc3S(C)(=O)=O)n2n1, COc1cc(N2CCN(CC(C)O)CC2)ccc1N. Product: COc1cc(N2CCN(CC(C)O)CC2)ccc1Nc1ncc2ccc(-c3ccccc3S(C)(=O)=O)n2n1. Reaction SMILES: [CH3:20][S:21](=[O:22])[c:23]1[n:24][n:25]2[c:26]([cH:27][n:28]1)[cH:29][cH:30][c:31]2-[c:32]1[c:33]([S:38](=[O:39])(=[O:40])[CH3:41])[cH:34][cH:35][cH:36][cH:37]1.[NH2:1][c:2]1[c:3]([O:18][CH3:19])[cH:4][c:5]([N:8]2[CH2:9][CH2:10][N:11]([CH2:14][CH:15]([CH3:16])[OH:17])[CH2:12][CH2:13]2)[cH:6][cH:7]1>>[NH:1]([c:2]1[c:3]([O:18][CH3:19])[cH:4][c:5]([N:8]2[CH2:9][CH2:10][N:11]([CH2:14][CH:15]([CH3:16])[OH:17])[CH2:12][CH2:13]2)[cH:6][cH:7]1)[c:23]1[n:24][n:25]2[c:26]([cH:27][n:28]1)[cH:29][cH:30][c:31]2-[c:32]1[c:33]([S:38](=[O:39])(=[O:40])[CH3:41])[cH:34][cH:35][cH:36][cH:37]1. Reactants: ClC=1C=CC(=C(C=O)C1)O (5-chloro-2-hydroxybenzaldehyde), C([O-])([O-])=O.[K+].[K+] (potassium carbonate), BrCC(=O)OC(C)(C)C (tert-butyl bromoacetate). The solvent is CC(=O)C (acetone). The product is ClC1=CC(=C(OCC(=O)OC(C)(C)C)C=C1)C=O ((4-chloro-2-formylphenoxy)-acetic Acid, 1,1-dimethylethyl Ester). Reaction SMILES: [Cl:1][C:2]1[CH:3]=[CH:4][C:5]([OH:10])=[C:6]([CH:9]=1)[CH:7]=[O:8].C(=O)([O-])[O-].[K+].[K+].Br[CH2:18][C:19]([O:21][C:22]([CH3:25])([CH3:24])[CH3:23])=[O:20]>CC(C)=O>[Cl:1][C:2]1[CH:3]=[CH:4][C:5]([O:10][CH2:18][C:19]([O:21][C:22]([CH3:25])([CH3:24])[CH3:23])=[O:20])=[C:6]([CH:7]=[O:8])[CH:9]=1 |f:1.2.3|. Procedure details: The sub-title compound was prepared by the method of Example 1 part d) using 5-chloro-2-hydroxybenzaldehyde (40 g), potassium carbonate (40 g), acetone (400 ml) and tert-butyl bromoacetate (37 ml) (yield=45.5 g). Starting materials: Cl.ClC1=CC=C(C=N1)CCl (6-chloro-3-pyridylmethyl chloride hydrochloride), C(O)([O-])=O.[Na+] (sodium hydrogen carbonate), CCCCCC (hexane). Run in O (water). The product is ClC1=CC=C(C=N1)CCl (6-chloro-3-pyridylmethyl chloride). Isolated yield 89.3%. Reaction SMILES: Cl.[Cl:2][C:3]1[N:8]=[CH:7][C:6]([CH2:9][Cl:10])=[CH:5][CH:4]=1.C(=O)([O-])O.[Na+].CCCCCC>O>[Cl:2][C:3]1[N:8]=[CH:7][C:6]([CH2:9][Cl:10])=[CH:5][CH:4]=1 |f:0.1,2.3|. Reported procedure: In 50 ml of water was suspended 15.0 g (0.076 mole) of 6-chloro-3-pyridylmethyl chloride hydrochloride and the suspension was adjusted to pH about 8 with a saturated aqueous solution of sodium hydrogen carbonate. The resulting mixture was extracted with ether (100 ml×3) and dried over MgSO4. The ether was then distilled off under reduced pressure to give a crystalline residue. After addition of hexane, the crystals were recovered by filtration, washed with hexane and dried to give 11.0 g of 6-ch... The reactants are COc1ccc(S(=O)(=O)Nc2ccc(Cl)cc2Cc2ccccn2)cc1OC, C1CCOC1, CC(C)(C)OC(=O)N1CCC(O)C1, c1ccc(P(c2ccccc2)c2ccccc2)cc1. The product is COc1ccc(S(=O)(=O)N(c2ccc(Cl)cc2Cc2ccccn2)C2CCN(C(=O)OC(C)(C)C)C2)cc1OC. As a reaction SMILES: [Cl:33][c:34]1[cH:35][c:36]([CH2:54][c:55]2[n:56][cH:57][cH:58][cH:59][cH:60]2)[c:37]([NH:40][S:41](=[O:42])(=[O:43])[c:44]2[cH:45][c:46]([O:52][CH3:53])[c:47]([O:50][CH3:51])[cH:48][cH:49]2)[cH:38][cH:39]1.[O:61]1[CH2:62][CH2:63][CH2:64][CH2:65]1.[OH:20][CH:21]1[CH2:22][N:23]([C:26](=[O:27])[O:28][C:29]([CH3:30])([CH3:31])[CH3:32])[CH2:24][CH2:25]1.[c:1]1([P:2]([c:3]2[cH:4][cH:5][cH:6][cH:7][cH:8]2)[c:9]2[cH:10][cH:11][cH:12][cH:13][cH:14]2)[cH:15][cH:16][cH:17][cH:18][cH:19]1>>[CH:21]1([N:40]([c:37]2[c:36]([CH2:54][c:55]3[n:56][cH:57][cH:58][cH:59][cH:60]3)[cH:35][c:34]([Cl:33])[cH:39][cH:38]2)[S:41](=[O:42])(=[O:43])[c:44]2[cH:45][c:46]([O:52][CH3:53])[c:47]([O:50][CH3:51])[cH:48][cH:49]2)[CH2:22][N:23]([C:26](=[O:27])[O:28][C:29]([CH3:30])([CH3:31])[CH3:32])[CH2:24][CH2:25]1.